From a dataset of the Open Reaction Database (ORD), a public repository of structured organic reaction records. describe an organic reaction: reactants, conditions, products, and yield Reactants: CCOCC (ether), [H-].[Na+] (sodium hydride), COCCOC (1,2-dimethoxyethane), triethyl phosphonoacetate, C(C1=CC=CC=C1)N1C=NC(=C1C)C=O (1-benzyl-5-methyl-4-imidazolecarboxaldehyde), ice water. Reaction conditions: temperature 10 celsius. Yields the product C(C1=CC=CC=C1)N1C=NC(=C1C)C=CC(=O)OCC (Ethyl 3-(1-benzyl-5-methyl-4-imidazolyl)-2-propenoate). Reaction SMILES: [H-].[Na+].[CH2:3]([N:10]1[C:14]([CH3:15])=[C:13]([CH:16]=O)[N:12]=[CH:11]1)[C:4]1[CH:9]=[CH:8][CH:7]=[CH:6][CH:5]=1.[CH3:18][CH2:19][O:20][CH2:21][CH3:22].C[O:24]CCOC>>[CH2:3]([N:10]1[C:14]([CH3:15])=[C:13]([CH:16]=[CH:18][C:19]([O:20][CH2:21][CH3:22])=[O:24])[N:12]=[CH:11]1)[C:4]1[CH:5]=[CH:6][CH:7]=[CH:8][CH:9]=1 |f:0.1|. Procedure details: A suspension of 50% sodium hydride in mineral oil (1.03 g., 0.0215 mole) in dry 1,2-dimethoxyethane (50 ml.) is cooled to 10° C. and triethyl phosphonoacetate (4.82 g., 0.0215 mole) is added dropwise over 5 minutes under nitrogen atmosphere. The mixture is stirred at 10° to 20° C. for 3/4 hour. Then 1-benzyl-5-methyl-4-imidazolecarboxaldehyde (4.1 g., 0.02 mole) is added over 5 minutes and the mixture is stirred at room temperature for 13/4 hours. The reaction mixture is cooled in an ice bath an...